This data is from the Open Reaction Database (ORD), a public repository of structured organic reaction records. The task is: describe an organic reaction: reactants, conditions, products, and yield Starting materials: FC=1C=C(C=CC1)C=1C(N1)C1=NC=C(C=C1)C(F)(F)F (2-[3-(3-fluorophenyl)-2H-azirin-2-yl]-5-trifluoromethylpyridine), FeCl2, resultant suspension, O (H2O). The solvent is COCCOC (DME). Conditions: temperature 75 celsius, time 2 hour. Product: FC=1C=C(C=CC1)C1=NN2C(C=CC(=C2)C(F)(F)F)=C1 (2-(3-Fluorophenyl)-6-trifluoromethylpyrazolo[1,5-a]pyridine). The yield is 60.9%. RXN SMILES: [F:1][C:2]1[CH:3]=[C:4]([C:8]2[CH:9]([C:11]3[CH:16]=[CH:15][C:14]([C:17]([F:20])([F:19])[F:18])=[CH:13][N:12]=3)[N:10]=2)[CH:5]=[CH:6][CH:7]=1.O>COCCOC>[F:1][C:2]1[CH:3]=[C:4]([C:8]2[CH:9]=[C:11]3[CH:16]=[CH:15][C:14]([C:17]([F:20])([F:19])[F:18])=[CH:13][N:12]3[N:10]=2)[CH:5]=[CH:6][CH:7]=1. Reported procedure: To a solution of 2-[3-(3-fluorophenyl)-2H-azirin-2-yl]-5-trifluoromethylpyridine (2.2 g, 7.85 mmol) in DME (10 ml) was added FeCl2 (10 mg, 0.079 mmol). The solution was warmed to 75° C. and stirred for 2 hours. The reaction was cooled to room temperature and added to H2O (180 ml). The resultant suspension was cooled to 0° C. and stirred for 30 min. The solid was isolated by filtration and partially dried via airflow. Recrystallization of the crude product in IPA afforded 1.34 g (60%) of the titl... Starting materials: C(Br)(Br)(Br)Br (carbon tetrabromide), resultant solution, COC1=CC=C(CCC=O)C=C1 (4-methoxyhydrocinnamaldehyde). The reagents and catalysts are [Zn] (zinc). The solvent is C(Cl)Cl (methylene chloride). Reaction conditions: time 2 hour. The product is BrC(=CCCC1=CC=C(C=C1)OC)Br (1,1-dibromo-4-(4-methoxyphenyl)-1-butene). As a reaction SMILES: [C:1]([Br:5])(Br)(Br)[Br:2].[CH3:6][O:7][C:8]1[CH:17]=[CH:16][C:11]([CH2:12][CH2:13][CH:14]=O)=[CH:10][CH:9]=1>[Zn].C(Cl)Cl>[Br:2][C:1]([Br:5])=[CH:14][CH2:13][CH2:12][C:11]1[CH:10]=[CH:9][C:8]([O:7][CH3:6])=[CH:17][CH:16]=1. Procedure: A solution of 39.2 g. of zinc dust, 157 g. of triphenylphosphene and 200 g. of carbon tetrabromide in 500 ml. methylene chloride is stirred at room temperature for 25 hours. To the resultant solution is added 50 g. of 4-methoxyhydrocinnamaldehyde and stirring is continued for an additional 2 hours. The solution is diluted with 2 l. of pentane and the precipitate is filtered. The precipitate is stirred with 100 ml. methylene chloride, diluted with 400 ml. pentane, and again filtered. The organic ... Reactants: CI, CN(C)C=O, CC1(c2ccc([N+](=O)[O-])c(Nc3ccc(F)cc3F)c2)OCCO1, [H-], [Na+]. Yields the product CN(c1ccc(F)cc1F)c1cc(C2(C)OCCO2)ccc1[N+](=O)[O-]. RXN SMILES: [CH3:27][I:28].[CH3:29][N:30]([CH3:31])[CH:32]=[O:33].[F:3][c:4]1[c:5]([NH:11][c:12]2[cH:13][c:14]([C:21]3([CH3:26])[O:22][CH2:23][CH2:24][O:25]3)[cH:15][cH:16][c:17]2[N+:18](=[O:19])[O-:20])[cH:6][cH:7][c:8]([F:10])[cH:9]1.[H-:1].[Na+:2]>>[F:3][c:4]1[c:5]([N:11]([c:12]2[cH:13][c:14]([C:21]3([CH3:26])[O:22][CH2:23][CH2:24][O:25]3)[cH:15][cH:16][c:17]2[N+:18](=[O:19])[O-:20])[CH3:27])[cH:6][cH:7][c:8]([F:10])[cH:9]1. Reaction SMILES: O=CC[CH:4]1[CH2:13][C:12](=O)[C:11]2[C:6](=[CH:7][CH:8]=[CH:9][CH:10]=2)[O:5]1.O.[NH2:16][CH2:17][CH:18]([OH:20])[CH3:19].[C:21]1(C)C=CC=C[CH:22]=1>C1(C)C=CC(S(O)(=O)=O)=CC=1>[N:16]1([CH2:17][CH:18]([OH:20])[CH3:19])[CH:22]=[CH:21][C:13]2[CH2:4][O:5][C:6]3[CH:7]=[CH:8][CH:9]=[CH:10][C:11]=3[C:12]1=2. Reaction conditions: time 35 minute. Yields the product N1(C2=C(C=C1)COC1=C2C=CC=C1)CC(C)O ((RS)-1-(1,4-dihydro-[1]benzopyrano[4,3-b]pyrrol-1-yl)-propan-2-ol). Isolated yield 79.0%. Procedure: A solution of 1.9 g of (RS)-2-(2-oxoethyl)-4-chromanone and 80 mg of p-toluenesulfonic acid in 70 ml of anhydrous toluene was heated on a water separator. A solution of 3.0 g of (RS)-1-amino-2-propanol in 20 ml of anhydrous toluene was added dropwise to the boiling solution over a period of 5 minutes. Subsequently, the mixture was boiled for an additional 35 minutes, during which the solvent was reduced to a volume of 20 ml. The cooled reaction mixture was purified by column chromatography on si... The reagents and catalysts are C1(=CC=C(C=C1)S(=O)(=O)O)C (p-toluenesulfonic acid). Reactants: NCC(C)O ((RS)-1-amino-2-propanol), C1(=CC=CC=C1)C (toluene), O=CCC1OC2=CC=CC=C2C(C1)=O ((RS)-2-(2-oxoethyl)-4-chromanone), O (water), C1(=CC=CC=C1)C (toluene). The reactants are C(C1=CC=CC=C1)OC1=C(C=CC2=CC=CC(=C12)C)C(=C)C (1-benzyloxy-2-isopropenyl-8-methylnaphthalene). Reagents/catalysts: [C].[Pd] (palladium-carbon). The solvent is C(C)O (ethanol). Yields the product C(C)(C)C1=C(C2=C(C=CC=C2C=C1)C)O (2-isopropyl-8-methyl-1-naphthol). The yield is 93.6%. RXN SMILES: C([O:8][C:9]1[C:18]2[C:13](=[CH:14][CH:15]=[CH:16][C:17]=2[CH3:19])[CH:12]=[CH:11][C:10]=1[C:20]([CH3:22])=[CH2:21])C1C=CC=CC=1>[C].[Pd].C(O)C>[CH:20]([C:10]1[CH:11]=[CH:12][C:13]2[C:18](=[C:17]([CH3:19])[CH:16]=[CH:15][CH:14]=2)[C:9]=1[OH:8])([CH3:22])[CH3:21] |f:1.2|. Reported procedure: 1.0 g of 1-benzyloxy-2-isopropenyl-8-methylnaphthalene and 0.1 g of 10% palladium-carbon (water content of 50%) were added to 40 ml of ethanol and hydrogenated at normal temperatures and normal pressures. The palladium-carbon was filtered through Celite, after which the filtrate was concentrated under reduced pressure to obtain 0.65 g of the captioned compound as a black oily substance. Starting materials: BrC=1C=C(C(=O)OCC)C=CC1C#N (ethyl 3-bromo-4-cyanobenzoate), [H-].C(C(C)C)[Al+]CC(C)C (diisobutylaluminum hydride), Cl (HCl), CC(=O)C (acetone). Run in C1CCOC1 (THF). Reaction conditions: time 0.25 hour. Product: BrC1=C(C=O)C=CC(=C1)CO (2-Bromo-4-(hydroxymethyl)benzaldehyde). The yield is 83.0%. As a reaction SMILES: [Br:1][C:2]1[CH:3]=[C:4]([CH:10]=[CH:11][C:12]=1[C:13]#N)[C:5](OCC)=[O:6].[H-].C([Al+]CC(C)C)C(C)C.CC(C)=[O:27].Cl>C1COCC1>[Br:1][C:2]1[CH:3]=[C:4]([CH2:5][OH:6])[CH:10]=[CH:11][C:12]=1[CH:13]=[O:27] |f:1.2|. Procedure details: To a stirring cold (−78° C.) solution of ethyl 3-bromo-4-cyanobenzoate (0.41 mol, 104 g) in THF (2.3 L was added dropwise a solution of diisobutylaluminum hydride (2.0 mol, 1.36 L; 1.5 M in toluene) over a period of 1.5 h. After addition was completed, the mixture was warmed to rt over a period of 3 h. The mixture was then cooled to 0–5° C. and 40 ml of acetone was added slowly. The mixture was then transferred via a cannula to a cold (0° C.) stirring aqueous solution of HCl (2.2 L 3 N) over a p... The reactants are CC(C#CC1=CC=CC=C1)(C)C ((3,3-Dimethylbut-1-ynyl)benzene), [N+](=O)([O-])C(C(=O)OC)C(=O)OC (dimethyl nitromalonate). Run in C1(=CC(=CC(=C1)C)C)C (mesitylene). Product: C(C)(C)(C)C=1C(=NOC1C1=CC=CC=C1)C(=O)OC (methyl 4-tert-butyl-5-phenylisoxazole-3-carboxylate). The yield is 15.4%. Reaction SMILES: [CH3:1][C:2]([CH3:12])([CH3:11])[C:3]#[C:4][C:5]1[CH:10]=[CH:9][CH:8]=[CH:7][CH:6]=1.[N+:13]([CH:16](C(OC)=O)[C:17]([O:19][CH3:20])=[O:18])([O-])=[O:14]>C1(C)C=C(C)C=C(C)C=1>[C:2]([C:3]1[C:16]([C:17]([O:19][CH3:20])=[O:18])=[N:13][O:14][C:4]=1[C:5]1[CH:10]=[CH:9][CH:8]=[CH:7][CH:6]=1)([CH3:12])([CH3:11])[CH3:1]. Reported procedure: A solution of (3,3-Dimethylbut-1-ynyl)benzene (400 mg, 2.53 mmol) and dimethyl nitromalonate (0.853 mL, 6.32 mmol) in mesitylene (5 mL) was heated at 150° C. for 48 h. The reaction mixture was concentrated, and the residue was purified by silica gel chromatography with hexanes/ethyl acetate (10/1) to yield methyl 4-tert-butyl-5-phenylisoxazole-3-carboxylate (101 mg). The compound had an HPLC ret. time=3.39 min.−Column. YMC S5 COMBISCREEN® 4.6×50 mm; Gradient time: 4 min; Flow rate=4 ml/min; Solv...